This data is from the Open Reaction Database (ORD), a public repository of structured organic reaction records. The task is: describe an organic reaction: reactants, conditions, products, and yield Starting materials: BrCc1ccccc1, O=C([O-])[O-], CCOC(=O)c1ccc(O)c(C2CCCN2C(C)=O)c1, CN(C)C=O, [Cl-], [K+], [K+], [NH4+]. Yields the product CCOC(=O)c1ccc(OCc2ccccc2)c(C2CCCN2C(C)=O)c1. As a reaction SMILES: [Br:7][CH2:8][c:9]1[cH:10][cH:11][cH:12][cH:13][cH:14]1.[C:1](=[O:2])([O-:3])[O-:4].[C:20]([CH3:21])(=[O:22])[N:23]1[CH:24]([c:28]2[cH:29][c:30]([C:31](=[O:32])[O:33][CH2:34][CH3:35])[cH:36][cH:37][c:38]2[OH:39])[CH2:25][CH2:26][CH2:27]1.[CH3:15][N:16]([CH3:17])[CH:18]=[O:19].[Cl-:40].[K+:5].[K+:6].[NH4+:41]>>[CH2:8]([c:9]1[cH:10][cH:11][cH:12][cH:13][cH:14]1)[O:39][c:38]1[c:28]([CH:24]2[N:23]([C:20]([CH3:21])=[O:22])[CH2:27][CH2:26][CH2:25]2)[cH:29][c:30]([C:31](=[O:32])[O:33][CH2:34][CH3:35])[cH:36][cH:37]1. The reactants are ClC1=C(C(=NC(=N1)N)NCC1=C(C=CC(=C1)OC)OC)N (6-chloro-N4-(2,5-dimethoxy-benzyl)-pyrimidine-2,4,5-triamine), N(=O)[O-].[Na+] (NaNO2). The product is ClC=1C2=C(N=C(N1)N)N(N=N2)CC2=C(C=CC(=C2)OC)OC (7-chloro-3-(2,5-dimethoxy-benzyl)-3H-[1,2,3]triazolo[4,5-d]pyrimidin-5-ylamine). RXN SMILES: [Cl:1][C:2]1[N:7]=[C:6]([NH2:8])[N:5]=[C:4]([NH:9][CH2:10][C:11]2[CH:16]=[C:15]([O:17][CH3:18])[CH:14]=[CH:13][C:12]=2[O:19][CH3:20])[C:3]=1[NH2:21].[N:22]([O-])=O.[Na+]>>[Cl:1][C:2]1[C:3]2[N:21]=[N:22][N:9]([CH2:10][C:11]3[CH:16]=[C:15]([O:17][CH3:18])[CH:14]=[CH:13][C:12]=3[O:19][CH3:20])[C:4]=2[N:5]=[C:6]([NH2:8])[N:7]=1 |f:1.2|. Procedure details: A solution of 6-chloro-N4-(2,5-dimethoxy-benzyl)-pyrimidine-2,4,5-triamine was treated with a cold aqueous solution of NaNO2, following the general procedure 2. HPLC RT was 6.130 min. 1HNMR (CDCl3): δ 6.84–6.83 (m, 2H), 6.64–6.63 (d, 1H), 5.67 (s, 2H), 5.54 (s, 2H), 3.83 (s, 3H), 3.73 (s, 3H). As a reaction SMILES: [CH2:23]=[O:24].[CH:25]([OH:26])=[O:27].[ClH:1].[NH2:2][CH2:3][CH2:4][O:5][c:6]1[c:7](-[c:17]2[cH:18][cH:19][cH:20][cH:21][cH:22]2)[nH:8][c:9](=[O:16])[c:10]2[cH:11][cH:12][cH:13][cH:14][c:15]12>>[NH:2]([CH2:3][CH2:4][O:5][c:6]1[c:7](-[c:17]2[cH:18][cH:19][cH:20][cH:21][cH:22]2)[nH:8][c:9](=[O:16])[c:10]2[cH:11][cH:12][cH:13][cH:14][c:15]12)[CH3:23]. The reactants are C=O, O=CO, Cl, NCCOc1c(-c2ccccc2)[nH]c(=O)c2ccccc12. Product: CNCCOc1c(-c2ccccc2)[nH]c(=O)c2ccccc12. The reactants are BrC1=C(C=CC=C1)CC(=O)O (2-Bromophenylacetic acid), ClC1=C(C=C(O)C=C1)O (4-chlororesorcinol), B(F)(F)F.CCOCC (boron trifloride etherate). Run in CCCCCC.C(C)(=O)OCC (hexane ethyl acetate). Reaction conditions: time 2 hour. Yields the product BrC1=C(C=CC=C1)CC(=O)C1=C(C=C(C(=C1)Cl)O)O (2-(2-Bromo-phenyl)-1-(5-chloro-2,4-dihydroxy-phenyl)-ethanone). Reaction SMILES: [Br:1][C:2]1[CH:7]=[CH:6][CH:5]=[CH:4][C:3]=1[CH2:8][C:9]([OH:11])=O.[Cl:12][C:13]1[CH:19]=[CH:18][C:16]([OH:17])=[CH:15][C:14]=1[OH:20].B(F)(F)F.CCOCC>CCCCCC.C(OCC)(=O)C>[Br:1][C:2]1[CH:7]=[CH:6][CH:5]=[CH:4][C:3]=1[CH2:8][C:9]([C:18]1[CH:19]=[C:13]([Cl:12])[C:14]([OH:20])=[CH:15][C:16]=1[OH:17])=[O:11] |f:2.3,4.5|. Reported procedure: This compounds was synthesised in the same manner as described above. 2-Bromophenylacetic acid (5 g, 23.3 mmol), 4-chlororesorcinol (3.36 g, 23.3 mmol), boron trifloride etherate (20 ml). After standing for two hours a brown precipitate formed (7.4 g, 93.3%); Rf 0.4 hexane/ethyl acetate (70/30). This was shown to be the required product. Reactants: COC([C@H](CC1=C(C=C(C=C1)O)Cl)OCC)=O ((2S)-3-(2-chloro-4-hydroxy-phenyl)-2-ethoxy-propionic acid methyl ester), O=P(Cl)(Cl)Cl (POCl3), C([O-])([O-])=O.[Cs+].[Cs+] (cesium carbonate), ClCC=1N=C(OC1C)C1=C(C=CC=C1)F (4-chloromethyl-2-(2-fluoro-phenyl)-5-methyl-oxazole), FC1=C(C=O)C=CC=C1 (2-fluoro-benzaldehyde), [I-].[K+] (potassium iodide). Yields the product COC([C@H](CC1=C(C=C(C=C1)OCC=1N=C(OC1C)C1=C(C=CC=C1)F)Cl)OCC)=O ((S)-3-{2-chloro-4-[2-(2-fluoro-phenyl)-5-methyl-oxazol-4-ylmethoxy]-phenyl}-2-ethoxy-propionic acid methyl ester). As a reaction SMILES: [CH3:1][O:2][C:3](=[O:17])[C@@H:4]([O:14][CH2:15][CH3:16])[CH2:5][C:6]1[CH:11]=[CH:10][C:9]([OH:12])=[CH:8][C:7]=1[Cl:13].Cl[CH2:19][C:20]1[N:21]=[C:22]([C:26]2[CH:31]=[CH:30][CH:29]=[CH:28][C:27]=2[F:32])[O:23][C:24]=1[CH3:25].FC1C=CC=CC=1C=O.O=P(Cl)(Cl)Cl.C(=O)([O-])[O-].[Cs+].[Cs+].[I-].[K+]>>[CH3:1][O:2][C:3](=[O:17])[C@@H:4]([O:14][CH2:15][CH3:16])[CH2:5][C:6]1[CH:11]=[CH:10][C:9]([O:12][CH2:19][C:20]2[N:21]=[C:22]([C:26]3[CH:31]=[CH:30][CH:29]=[CH:28][C:27]=3[F:32])[O:23][C:24]=2[CH3:25])=[CH:8][C:7]=1[Cl:13] |f:4.5.6,7.8|. Procedure details: In analogy to the procedure described in example 1 f], (2S)-3-(2-chloro-4-hydroxy-phenyl)-2-ethoxy-propionic acid methyl ester (example 15 d]) was reacted with 4-chloromethyl-2-(2-fluoro-phenyl)-5-methyl-oxazole (prepared from 2-fluoro-benzaldehyde and diacetyl monoxyme followed by treatment with POCl3 in analogy to the procedures described in examples 5 a] and 2 b]) in the presence of cesium carbonate and potassium iodide to yield (S)-3-{2-chloro-4-[2-(2-fluoro-phenyl)-5-methyl-oxazol-4-ylmetho... Reactants: Cc1[nH]c(C=O)c(C)c1CCCN(C)C, O=C1Cc2cc(Cl)ccc2N1. Yields the product Cc1[nH]c(C=C2C(=O)Nc3ccc(Cl)cc32)c(C)c1CCCN(C)C. As a reaction SMILES: [CH3:12][N:13]([CH2:14][CH2:15][CH2:16][c:17]1[c:18]([CH3:25])[c:19]([CH:23]=[O:24])[nH:20][c:21]1[CH3:22])[CH3:26].[Cl:1][c:2]1[cH:3][c:4]2[c:8]([cH:9][cH:10]1)[NH:7][C:6](=[O:11])[CH2:5]2>>[Cl:1][c:2]1[cH:3][c:4]2[c:8]([cH:9][cH:10]1)[NH:7][C:6](=[O:11])[C:5]2=[CH:23][c:19]1[c:18]([CH3:25])[c:17]([CH2:16][CH2:15][CH2:14][N:13]([CH3:12])[CH3:26])[c:21]([CH3:22])[nH:20]1.